This data is from the Open Reaction Database (ORD), a public repository of structured organic reaction records. The task is: describe an organic reaction: reactants, conditions, products, and yield Reactants: C(C)(=O)O (acetic acid), C(C)OC1(CC1)O[Si](C)(C)C ([(1-ethoxycyclopropyl)oxy]trimethylsilane), [BH3-]C#N.[Na+] (NaCNBH3), C1CCOC1 (THF), C1CN(CCC12CCNCC2)C(=O)OC(C)(C)C (tert-Butyl 3,9-diazaspiro[5.5]undecane-3-carboxylate). The solvent is CO (methanol). Conditions: time 20 minute. Yields the product C1(CC1)N1CCC2(CCN(CC2)C(=O)OC(C)(C)C)CC1 (tert-Butyl 9-cyclopropyl-3,9-diazaspiro[5.5]undecane-3-carboxylate). Reaction SMILES: [CH2:1]1[C:6]2([CH2:11][CH2:10][NH:9][CH2:8][CH2:7]2)[CH2:5][CH2:4][N:3]([C:12]([O:14][C:15]([CH3:18])([CH3:17])[CH3:16])=[O:13])[CH2:2]1.C(O)(=O)C.C(O[C:26]1(O[Si](C)(C)C)[CH2:28][CH2:27]1)C.[BH3-]C#N.[Na+].C1COCC1>CO>[CH:26]1([N:9]2[CH2:10][CH2:11][C:6]3([CH2:1][CH2:2][N:3]([C:12]([O:14][C:15]([CH3:18])([CH3:17])[CH3:16])=[O:13])[CH2:4][CH2:5]3)[CH2:7][CH2:8]2)[CH2:28][CH2:27]1 |f:3.4|. Reported procedure: tert-Butyl 3,9-diazaspiro[5.5]undecane-3-carboxylate (250 mg, 0.98 mmol) were dissolved in 10 ml of absolute methanol. 3 g of molecular sieves (3 Å, which had been dried beforehand under high vacuum) were added to this solution. Under argon, glacial acetic acid (0.55 ml, 10 eq.), [(1-ethoxycyclopropyl)oxy]trimethylsilane (0.69 ml, 3.5 eq.) and 4.4 ml of a 1 M NaCNBH3 solution in THF (4.4 mmol, 4.5 eq.) were then added successively. After stirring at RT for 20 minutes, the mixture was heated to 6... Reactants: C(C)(C)C=1C(NC(NC1OC1=CC(=CC(=C1)C)C)=O)=O (5-Isopropyl-6-(3,5-dimethylphenoxy)-2,4-pyrimidinedione), C(C=C)Br (allyl bromide). Yields the product C(C=C)N1C(NC(C(=C1OC1=CC(=CC(=C1)C)C)C(C)C)=O)=O (1-Allyl-5-isopropyl-6-(3,5-dimethylphenoxy)-2,4-pyrimidinedione). Yield: 75.1%. Reaction SMILES: [CH:1]([C:4]1[C:5](=[O:20])[NH:6][C:7](=[O:19])[NH:8][C:9]=1[O:10][C:11]1[CH:16]=[C:15]([CH3:17])[CH:14]=[C:13]([CH3:18])[CH:12]=1)([CH3:3])[CH3:2].[CH2:21](Br)[CH:22]=[CH2:23]>>[CH2:23]([N:8]1[C:9]([O:10][C:11]2[CH:12]=[C:13]([CH3:18])[CH:14]=[C:15]([CH3:17])[CH:16]=2)=[C:4]([CH:1]([CH3:3])[CH3:2])[C:5](=[O:20])[NH:6][C:7]1=[O:19])[CH:22]=[CH2:21]. Reported procedure: 5-Isopropyl-6-(3,5-dimethylphenoxy)-2,4-pyrimidinedione and allyl bromide were reacted by the same way with the example 45-1 to obtain the titled compound (225 mg, yield: 75.1%). Reactants: CCO, CCOC(=O)c1cnc(Cl)cc1Cl, Cl, Cc1ccc(N)c(F)c1. The product is CCOC(=O)c1cnc(Cl)cc1Nc1ccc(C)cc1F. Reaction SMILES: [CH3:24][CH2:25][OH:26].[Cl:10][c:11]1[cH:12][c:13]([Cl:22])[n:14][cH:15][c:16]1[C:17](=[O:18])[O:19][CH2:20][CH3:21].[ClH:23].[F:1][c:2]1[c:3]([NH2:4])[cH:5][cH:6][c:7]([CH3:9])[cH:8]1>>[F:1][c:2]1[c:3]([NH:4][c:11]2[cH:12][c:13]([Cl:22])[n:14][cH:15][c:16]2[C:17](=[O:18])[O:19][CH2:20][CH3:21])[cH:5][cH:6][c:7]([CH3:9])[cH:8]1. Starting materials: O=C1CCC(=O)N1Cl, ClCCl, Oc1ccc(C2CCOCC2)c(O)c1. Product: Oc1cc(O)c(C2CCOCC2)cc1Cl. Reaction SMILES: [Cl:1][N:2]1[C:3](=[O:4])[CH2:5][CH2:6][C:7]1=[O:8].[Cl:23][CH2:24][Cl:25].[O:9]1[CH2:10][CH2:11][CH:12]([c:15]2[c:16]([OH:22])[cH:17][c:18]([OH:21])[cH:19][cH:20]2)[CH2:13][CH2:14]1>>[Cl:1][c:19]1[c:18]([OH:21])[cH:17][c:16]([OH:22])[c:15]([CH:12]2[CH2:11][CH2:10][O:9][CH2:14][CH2:13]2)[cH:20]1. Starting materials: C=C[Sn](CCCC)(CCCC)CCCC, Cc1ccccc1, Nc1nc(Cl)nc(N2CCCCC2)n1, c1ccc(P(c2ccccc2)(c2ccccc2)[Pd](P(c2ccccc2)(c2ccccc2)c2ccccc2)(P(c2ccccc2)(c2ccccc2)c2ccccc2)P(c2ccccc2)(c2ccccc2)c2ccccc2)cc1. Yields the product C=Cc1nc(N)nc(N2CCCCC2)n1. Reaction SMILES: [CH2:15]([CH2:16][CH2:28][CH3:29])[Sn:17]([CH2:18][CH2:19][CH2:20][CH3:21])([CH2:22][CH2:23][CH2:24][CH3:25])[CH:26]=[CH2:27].[CH3:30][c:31]1[cH:32][cH:33][cH:34][cH:35][cH:36]1.[NH2:1][c:2]1[n:3][c:4]([N:9]2[CH2:10][CH2:11][CH2:12][CH2:13][CH2:14]2)[n:5][c:6]([Cl:8])[n:7]1.[cH:37]1[cH:38][cH:39][c:40]([P:41]([Pd:42]([P:43]([c:44]2[cH:45][cH:46][cH:47][cH:48][cH:49]2)([c:50]2[cH:51][cH:52][cH:53][cH:54][cH:55]2)[c:56]2[cH:57][cH:58][cH:59][cH:60][cH:61]2)([P:62]([c:63]2[cH:64][cH:65][cH:66][cH:67][cH:68]2)([c:69]2[cH:70][cH:71][cH:72][cH:73][cH:74]2)[c:75]2[cH:76][cH:77][cH:78][cH:79][cH:80]2)[P:81]([c:82]2[cH:83][cH:84][cH:85][cH:86][cH:87]2)([c:88]2[cH:89][cH:90][cH:91][cH:92][cH:93]2)[c:94]2[cH:95][cH:96][cH:97][cH:98][cH:99]2)([c:100]2[cH:101][cH:102][cH:103][cH:104][cH:105]2)[c:106]2[cH:107][cH:108][cH:109][cH:110][cH:111]2)[cH:112][cH:113]1>>[NH2:1][c:2]1[n:3][c:4]([N:9]2[CH2:10][CH2:11][CH2:12][CH2:13][CH2:14]2)[n:5][c:6]([CH:15]=[CH2:16])[n:7]1. Starting materials: C1(=CC=CC=C1)C=1NC(=NN1)S (5-Phenyl-4H-1,2,4-triazole-3-thiol), [H-].[Na+] (sodium hydride), BrC(C(=O)OC)CC(C)C (Methyl 2-bromo-4-methylpentanoate). The solvent is C(C)OCC (diethyl ether), O (water), C([O-])(O)=O (bicarbonate), CN(C)C=O (DMF). Run at time 30 minute. Product: CC(CC(C(=O)OC)SC1=NN=C(N1)C1=CC=CC=C1)C (methyl 4-methyl-2-[(5-phenyl-4H-1,2,4-triazol-3-yl)sulfanyl]pentanoate). RXN SMILES: [C:1]1([C:7]2[NH:8][C:9]([SH:12])=[N:10][N:11]=2)[CH:6]=[CH:5][CH:4]=[CH:3][CH:2]=1.[H-].[Na+].Br[CH:16]([CH2:21][CH:22]([CH3:24])[CH3:23])[C:17]([O:19][CH3:20])=[O:18]>CN(C=O)C.C(OCC)C.O.C(=O)(O)[O-]>[CH3:23][CH:22]([CH3:24])[CH2:21][CH:16]([S:12][C:9]1[NH:8][C:7]([C:1]2[CH:2]=[CH:3][CH:4]=[CH:5][CH:6]=2)=[N:11][N:10]=1)[C:17]([O:19][CH3:20])=[O:18] |f:1.2|. Reported procedure: 5-Phenyl-4H-1,2,4-triazole-3-thiol (296 mg, 1.67 mmoles) in 5 mL of DMF was treated with sodium hydride (67 mg, 60% oil dispersion, 1.76 mmoles) and stirred for 30 minutes. Methyl 2-bromo-4-methylpentanoate (275 μL, 1.67 mmoles) was added in one portion and the reaction was stirred overnight. The reaction was diluted with diethyl ether, water and sat. aq. bicarbonate. The phases were separated and the organic phase was washed with 2 portions of 1.2 N hydrochloric acid and then brine. The organic...